This data is from the Open Reaction Database (ORD), a public repository of structured organic reaction records. The task is: describe an organic reaction: reactants, conditions, products, and yield Yields the product Cc1ncc(CO)cc1OC(=O)c1cccs1. Reactants: Cl, Cc1ncc(CO)cc1O, O=C(Cl)c1cccs1, c1ccncc1. Reaction SMILES: [ClH:1].[OH:2][c:3]1[c:4]([CH3:11])[n:5][cH:6][c:7]([CH2:9][OH:10])[cH:8]1.[c:12]1([C:17](=[O:18])[Cl:19])[cH:13][cH:14][cH:15][s:16]1.[cH:20]1[cH:21][cH:22][n:23][cH:24][cH:25]1>>[O:2]([c:3]1[c:4]([CH3:11])[n:5][cH:6][c:7]([CH2:9][OH:10])[cH:8]1)[C:17]([c:12]1[cH:13][cH:14][cH:15][s:16]1)=[O:18]. The reactants are ClC1=CC=C(CN2C(=NC=3N(C(N(C(C23)=O)CCCOC2OCCCC2)=O)C)OC=2C=NC(=CC2)C)C=C1 (7-(4-chlorobenzyl)-3-methyl-8-(6-methylpyridin-3-yloxy)-1-(3-(tetrahydro-2H-pyran-2-yloxy)propyl)-1H-purine-2,6(3H,7H)-dione). The solvent is Cl (HCl). Product: ClC1=CC=C(CN2C(=NC=3N(C(N(C(C23)=O)CCCO)=O)C)OC=2C=NC(=CC2)C)C=C1 (7-(4-chlorobenzyl)-1-(3-hydroxypropyl)-3-methyl-8-(6-methylpyridin-3-yloxy)-1H-purine-2,6(3H,7H)-dione). Yield: 52.6%. Reaction SMILES: [Cl:1][C:2]1[CH:38]=[CH:37][C:5]([CH2:6][N:7]2[C:15]3[C:14](=[O:16])[N:13]([CH2:17][CH2:18][CH2:19][O:20]C4CCCCO4)[C:12](=[O:27])[N:11]([CH3:28])[C:10]=3[N:9]=[C:8]2[O:29][C:30]2[CH:31]=[N:32][C:33]([CH3:36])=[CH:34][CH:35]=2)=[CH:4][CH:3]=1>Cl>[Cl:1][C:2]1[CH:3]=[CH:4][C:5]([CH2:6][N:7]2[C:15]3[C:14](=[O:16])[N:13]([CH2:17][CH2:18][CH2:19][OH:20])[C:12](=[O:27])[N:11]([CH3:28])[C:10]=3[N:9]=[C:8]2[O:29][C:30]2[CH:31]=[N:32][C:33]([CH3:36])=[CH:34][CH:35]=2)=[CH:37][CH:38]=1. Reported procedure: A solution of 7-(4-chlorobenzyl)-3-methyl-8-(6-methylpyridin-3-yloxy)-1-(3-(tetrahydro-2H-pyran-2-yloxy)propyl)-1H-purine-2,6(3H,7H)-dione (79 mg, 0.146 mmol) in 1N ethanolic HCl (3 mL) was stirred at room temperature for 2 h. The mixture was concentrated to dryness to give a crude product, which was purified via preparative HPLC to give 7-(4-chlorobenzyl)-1-(3-hydroxypropyl)-3-methyl-8-(6-methylpyridin-3-yloxy)-1H-purine-2,6(3H,7H)-dione (35 mg, 52.6% yield) as white solid. 1H-NMR (DMSO-d6) δ 8... Reactants: ClC1=C(C#N)C=C(C=C1)[N+](=O)[O-] (2-Chloro-5-nitrobenzonitrile), N(CCO)CCO (diethanolamine). Reagents/catalysts: [N+](=O)([O-])[O-].[Ag+] (silver nitrate). Run at temperature 100 celsius, time 1 hour. Yields the product OCCN(C1=C(C#N)C=C(C=C1)[N+](=O)[O-])CCO (2-bis(2-hydroxyethyl)amino-5-nitrobenzonitrile). Isolated yield 60.4%. Reaction SMILES: Cl[C:2]1[CH:9]=[CH:8][C:7]([N+:10]([O-:12])=[O:11])=[CH:6][C:3]=1[C:4]#[N:5].[NH:13]([CH2:17][CH2:18][OH:19])[CH2:14][CH2:15][OH:16]>[N+]([O-])([O-])=O.[Ag+]>[OH:16][CH2:15][CH2:14][N:13]([CH2:17][CH2:18][OH:19])[C:2]1[CH:9]=[CH:8][C:7]([N+:10]([O-:12])=[O:11])=[CH:6][C:3]=1[C:4]#[N:5] |f:2.3|. Procedure details: 2-Chloro-5-nitrobenzonitrile (25.5 g) and silver nitrate (28.5 g) were added to diethanolamine (102 g) and the mixture was stirred at 100° C. for 1 h. The reaction mixture was cooled to room temperature and the solid was filtered off. To the filtrate was added water and the mixture was extracted with ethyl acetate. The organic layer was washed with saturated brine and dried over anhydrous sodium sulfate, after which the solvent was evaporated under reduced pressure. Diisopropyl ether was added t... The reactants are OCCC1(CCO)CCN(Cc2ccccc2)CC1, CCO. The product is OCCC1(CCO)CCNCC1. As a reaction SMILES: [CH2:1]([c:2]1[cH:3][cH:4][cH:5][cH:6][cH:7]1)[N:8]1[CH2:9][CH2:10][C:11]([CH2:14][CH2:15][OH:16])([CH2:17][CH2:18][OH:19])[CH2:12][CH2:13]1.[CH3:20][CH2:21][OH:22]>>[NH:8]1[CH2:9][CH2:10][C:11]([CH2:14][CH2:15][OH:16])([CH2:17][CH2:18][OH:19])[CH2:12][CH2:13]1. The reactants are NCCCC[C@@H](C(=O)OC(C)(C)C)NC(N[C@H](C(=O)OC(C)(C)C)CCC(=O)OC(C)(C)C)=O ((S)-di-tert-butyl 2-(3-((S)-6-amino-1-(tert-butoxy)-1-oxohexan-2-yl)ureido)pentanedioate), C1=CC=CC=2C3=CC=CC=C3C(C12)COC(=O)N[C@H](C(=O)O)CCCCNC(CN1CCN(CCN(CCN(CC1)CC(OC(C)(C)C)=O)CC(OC(C)(C)C)=O)CC(=O)OC(C)(C)C)=O ((S)-2-((((9H-fluoren-9-yl)methoxy)carbonyl)amino)-6-(2-(4,7,10-tris(2-(tert-butoxy)-2-oxoethyl)-1,4,7,10-tetraazacyclododecan-1-yl)acetamido)hexanoic acid), CCN=C=NCCCN(C)C (EDCI), C=1C=CC2=C(C1)N=NN2O (HOBt), CCN(C(C)C)C(C)C (DIPEA). The solvent is C(Cl)Cl (DCM). Product: C1=CC=CC=2C3=CC=CC=C3C(C12)COC(N[C@H](C(NCCCC[C@H](NC(N[C@@H](CCC(=O)OC(C)(C)C)C(=O)OC(C)(C)C)=O)C(=O)OC(C)(C)C)=O)CCCCNC(CN1CCN(CCN(CCN(CC1)CC(OC(C)(C)C)=O)CC(OC(C)(C)C)=O)CC(=O)OC(C)(C)C)=O)=O ((5S,12S,16S)-tri-tert-butyl 1-(9H-fluoren-9-yl)-3,6,14-trioxo-5-(4-(2-(4,7,10-tris(2-(tert-butoxy)-2-oxo ethyl)-1,4,7,10-tetraazacyclododecan-1-yl)acetamido)butyl)-2-oxa-4,7,13,15-tetraazaoctadecane-12,16,18-tricarboxylate). The yield is 136.0%. As a reaction SMILES: [NH2:1][CH2:2][CH2:3][CH2:4][CH2:5][C@H:6]([NH:14][C:15](=[O:34])[NH:16][C@@H:17]([CH2:25][CH2:26][C:27]([O:29][C:30]([CH3:33])([CH3:32])[CH3:31])=[O:28])[C:18]([O:20][C:21]([CH3:24])([CH3:23])[CH3:22])=[O:19])[C:7]([O:9][C:10]([CH3:13])([CH3:12])[CH3:11])=[O:8].[CH:35]1[C:47]2[CH:46]([CH2:48][O:49][C:50]([NH:52][C@@H:53]([CH2:57][CH2:58][CH2:59][CH2:60][NH:61][C:62](=[O:100])[CH2:63][N:64]3[CH2:75][CH2:74][N:73]([CH2:76][C:77](=[O:83])[O:78][C:79]([CH3:82])([CH3:81])[CH3:80])[CH2:72][CH2:71][N:70]([CH2:84][C:85](=[O:91])[O:86][C:87]([CH3:90])([CH3:89])[CH3:88])[CH2:69][CH2:68][N:67]([CH2:92][C:93]([O:95][C:96]([CH3:99])([CH3:98])[CH3:97])=[O:94])[CH2:66][CH2:65]3)[C:54](O)=[O:55])=[O:51])[C:45]3[C:40](=[CH:41][CH:42]=[CH:43][CH:44]=3)[C:39]=2[CH:38]=[CH:37][CH:36]=1.CCN=C=NCCCN(C)C.C1C=CC2N(O)N=NC=2C=1.CCN(C(C)C)C(C)C>C(Cl)Cl>[CH:35]1[C:47]2[CH:46]([CH2:48][O:49][C:50](=[O:51])[NH:52][C@@H:53]([CH2:57][CH2:58][CH2:59][CH2:60][NH:61][C:62](=[O:100])[CH2:63][N:64]3[CH2:65][CH2:66][N:67]([CH2:92][C:93](=[O:94])[O:95][C:96]([CH3:97])([CH3:98])[CH3:99])[CH2:68][CH2:69][N:70]([CH2:84][C:85](=[O:91])[O:86][C:87]([CH3:88])([CH3:89])[CH3:90])[CH2:71][CH2:72][N:73]([CH2:76][C:77]([O:78][C:79]([CH3:82])([CH3:81])[CH3:80])=[O:83])[CH2:74][CH2:75]3)[C:54](=[O:55])[NH:1][CH2:2][CH2:3][CH2:4][CH2:5][C@@H:6]([C:7]([O:9][C:10]([CH3:13])([CH3:12])[CH3:11])=[O:8])[NH:14][C:15](=[O:34])[NH:16][C@H:17]([C:18]([O:20][C:21]([CH3:22])([CH3:23])[CH3:24])=[O:19])[CH2:25][CH2:26][C:27]([O:29][C:30]([CH3:33])([CH3:32])[CH3:31])=[O:28])[C:45]3[C:40](=[CH:41][CH:42]=[CH:43][CH:44]=3)[C:39]=2[CH:38]=[CH:37][CH:36]=1. Procedure details: A solution of (S)-di-tert-butyl 2-(3-((S)-6-amino-1-(tert-butoxy)-1-oxohexan-2-yl)ureido)pentanedioate (0.048 g, 0.10 mmol), (S)-2-((((9H-fluoren-9-yl)methoxy)carbonyl)amino)-6-(2-(4,7,10-tris(2-(tert-butoxy)-2-oxoethyl)-1,4,7,10-tetraazacyclododecan-1-yl)acetamido)hexanoic acid (56 mg, 0.0607 mmol), EDCI (19 mg, 0.10 mmol), HOBt (13.5 mg, 0.10 mmol) and DIPEA (0.10 mL) in DCM (5.0 mL) was stirred at room temperature for 2 hrs. The solvent was evaporated to give a residue, which was purified by ...